From a dataset of the Open Reaction Database (ORD), a public repository of structured organic reaction records. describe an organic reaction: reactants, conditions, products, and yield Reactants: NC=1C=C2C(=CNC2=CC1)C1CCN(CC1)C (5-amino-3-(1-methyl-piperidin-4-yl)-1H-indole), C1(CCCCC1)N=C=O (cyclohexyl isocyanate). Yields the product C1(CCCCC1)NC(=O)NC=1C=C2C(=CNC2=CC1)C1CCN(CC1)C (N-cyclohexyl-N'-(3-(1-methylpiperidin-4-yl)-1H-indol-5-yl)urea). The yield is 87.0%. As a reaction SMILES: [NH2:1][C:2]1[CH:3]=[C:4]2[C:8](=[CH:9][CH:10]=1)[NH:7][CH:6]=[C:5]2[CH:11]1[CH2:16][CH2:15][N:14]([CH3:17])[CH2:13][CH2:12]1.[CH:18]1([N:24]=[C:25]=[O:26])[CH2:23][CH2:22][CH2:21][CH2:20][CH2:19]1>>[CH:18]1([NH:24][C:25]([NH:1][C:2]2[CH:3]=[C:4]3[C:8](=[CH:9][CH:10]=2)[NH:7][CH:6]=[C:5]3[CH:11]2[CH2:16][CH2:15][N:14]([CH3:17])[CH2:13][CH2:12]2)=[O:26])[CH2:23][CH2:22][CH2:21][CH2:20][CH2:19]1. Procedure details: Beginning with 15.0 mg 0.0655 mMol) 5-amino-3-(1-methyl-piperidin-4-yl)-1H-indole and 16.37 mg (0.131 mMol) cyclohexyl isocyanate, 20.1 mg (87%) of the title compound were recovered. The reactants are COc1ccc(C2=NN(C3CCNCC3)C(=O)C2(C)C)cc1OC, Cn1ccc2c(S(=O)(=O)Cl)cccc21. Product: COc1ccc(C2=NN(C3CCN(S(=O)(=O)c4cccc5c4ccn5C)CC3)C(=O)C2(C)C)cc1OC. RXN SMILES: [CH3:1][O:2][c:3]1[cH:4][c:5]([C:11]2=[N:15][N:14]([CH:16]3[CH2:17][CH2:18][NH:19][CH2:20][CH2:21]3)[C:13](=[O:22])[C:12]2([CH3:23])[CH3:24])[cH:6][cH:7][c:8]1[O:9][CH3:10].[CH3:25][n:26]1[cH:27][cH:28][c:29]2[c:30]([S:35](=[O:36])(=[O:37])[Cl:38])[cH:31][cH:32][cH:33][c:34]12>>[CH3:1][O:2][c:3]1[cH:4][c:5]([C:11]2=[N:15][N:14]([CH:16]3[CH2:17][CH2:18][N:19]([S:35]([c:30]4[c:29]5[cH:28][cH:27][n:26]([CH3:25])[c:34]5[cH:33][cH:32][cH:31]4)(=[O:36])=[O:37])[CH2:20][CH2:21]3)[C:13](=[O:22])[C:12]2([CH3:23])[CH3:24])[cH:6][cH:7][c:8]1[O:9][CH3:10]. The reactants are O=C([O-])O, CC1=NN(c2ccc3c(c2)CCC3)C(=O)C1, CCO, Cl, Cl, O=N[O-], Nc1cccc(-c2cccc(-c3nnn[nH]3)c2)c1O, [Na+], [Na+]. Product: CC1=NN(c2ccc3c(c2)CCC3)C(=O)C1=NNc1cccc(-c2cccc(-c3nnn[nH]3)c2)c1O. As a reaction SMILES: [C:41](=[O:42])([OH:43])[O-:44].[CH2:25]1[CH2:26][CH2:27][c:28]2[cH:29][c:30]([N:34]3[N:35]=[C:36]([CH3:40])[CH2:37][C:38]3=[O:39])[cH:31][cH:32][c:33]21.[CH3:47][CH2:48][OH:49].[ClH:1].[ClH:46].[N:21]([O-:22])=[O:23].[NH2:2][c:3]1[c:4]([OH:20])[c:5](-[c:9]2[cH:10][c:11](-[c:15]3[n:16][n:17][n:18][nH:19]3)[cH:12][cH:13][cH:14]2)[cH:6][cH:7][cH:8]1.[Na+:24].[Na+:45]>>[NH:2]([c:3]1[c:4]([OH:20])[c:5](-[c:9]2[cH:10][c:11](-[c:15]3[n:16][n:17][n:18][nH:19]3)[cH:12][cH:13][cH:14]2)[cH:6][cH:7][cH:8]1)[N:21]=[C:37]1[C:36]([CH3:40])=[N:35][N:34]([c:30]2[cH:29][c:28]3[c:33]([cH:32][cH:31]2)[CH2:25][CH2:26][CH2:27]3)[C:38]1=[O:39]. Starting materials: [Br-], O=C([O-])[O-], CCOC(=O)c1sc(-c2ccc(C(F)(F)F)cc2)nc1CBr, CC#N, [Cs+], [Cs+], Oc1ccccc1. The product is CCOC(=O)c1sc(-c2ccc(C(F)(F)F)cc2)nc1COc1ccccc1. Reaction SMILES: [Br-:36].[C:8](=[O:9])([O-:10])[O-:11].[CH2:14]([CH3:15])[O:16][C:17](=[O:18])[c:19]1[c:20]([CH2:34][Br:35])[n:21][c:22](-[c:24]2[cH:25][cH:26][c:27]([C:30]([F:31])([F:32])[F:33])[cH:28][cH:29]2)[s:23]1.[CH3:37][C:38]#[N:39].[Cs+:12].[Cs+:13].[OH:1][c:2]1[cH:3][cH:4][cH:5][cH:6][cH:7]1>>[O:1]([c:2]1[cH:3][cH:4][cH:5][cH:6][cH:7]1)[CH2:34][c:20]1[c:19]([C:17]([O:16][CH2:14][CH3:15])=[O:18])[s:23][c:22](-[c:24]2[cH:25][cH:26][c:27]([C:30]([F:31])([F:32])[F:33])[cH:28][cH:29]2)[n:21]1. Conditions: time 16 hour. Reactants: alcohol, C(=O)(N1C=NC=C1)N1C=NC=C1 (1,1'-carbonyldiimidazole), ClCCl (dichloromethane), O (Water), ClCCl (dichloromethane). As a reaction SMILES: C(N1[CH:12]=[CH:11]N=C1)([N:3]1C=CN=C1)=[O:2].[OH2:13].[Cl:14][CH2:15][Cl:16]>>[Cl:14][CH2:15][Cl:16].[CH:11]([OH:13])([CH3:12])[CH3:15].[OH-:2].[NH4+:3] |f:3.4.5.6|. Procedure details: The alcohol (30.0 grams) from Example 3 and 7.2 grams of 1,1'-carbonyldiimidazole were dissolved in 300 mL of anhydrous dichloromethane under nitrogen. The reaction was stirred for 16 hours at room temperature and then diluted is with 1 L of dichloromethane. Water (1 L) was added and the mixture was stirred vigorously for ten minutes. The phases were separated and the organic phase was washed twice with is water, dried over anhydrous sodium sulfate and filtered. Ethylenediamine (7.33 mi) was add... The product is ClCCl.C(C)(C)O.[OH-].[NH4+] (dichloromethane isopropanol ammonium hydroxide), desired product. Starting materials: N1C(=O)N=C(N)C=C1 (cytosine), C1[C@H](O1)CO ((R)-glycidol), C([O-])([O-])=O.[K+].[K+] (potassium carbonate). Solvent: CN(C)C=O (DMF). Yields the product O[C@@H](CN1C(=O)N=C(N)C=C1)CO ((S)-N1-[(2,3-dihydroxy)propyl]-cytosine). Isolated yield 43.1%. Reaction SMILES: [NH:1]1[CH:8]=[CH:7][C:5]([NH2:6])=[N:4][C:2]1=[O:3].[CH2:9]1[O:11][C@@H:10]1[CH2:12][OH:13].C(=O)([O-])[O-].[K+].[K+]>CN(C=O)C>[OH:11][C@H:10]([CH2:12][OH:13])[CH2:9][N:1]1[CH:8]=[CH:7][C:5]([NH2:6])=[N:4][C:2]1=[O:3] |f:2.3.4|. Procedure: Reaction of cytosine (2.2 g, 19.8 mmol) with (R)-glycidol (88% ee, 1.51 ml, 22.8 mmol) in the presence of anhydrous potassium carbonate (40 mg, 0.289 mmol) in dry DMF (20 ml) at 72° C. for 5 hours, as described in Example 1, furnished the title compound (88% ee) in 43.1% yield. Starting materials: ice water, S(O)(O)(=O)=O (sulfuric acid), S(O)(O)(=O)=O (sulfuric acid), ice water, S(O)(O)(=O)=O (sulfuric acid), COC1=C(C=CC=C1)OC (1,2-dimethoxybenzene). Reagents/catalysts: [Fe](Cl)(Cl)Cl (iron(III) chloride). The solvent is ice water. Yields the product COC1=CC=2C3=CC(=C(C=C3C3=CC(=C(C=C3C2C=C1OC)OC)OC)OC)OC (2,3,6,7,10,11-hexamethoxytriphenylene). Yield: 43.0%. RXN SMILES: S(=O)(=O)(O)O.[CH3:6][O:7][C:8]1[CH:13]=[CH:12][CH:11]=[CH:10][C:9]=1[O:14][CH3:15]>[Fe](Cl)(Cl)Cl>[CH3:6][O:7][C:8]1[C:9]([O:14][CH3:15])=[CH:10][C:11]2[C:12]3[C:11](=[CH:10][C:9]([O:14][CH3:15])=[C:8]([O:7][CH3:6])[CH:13]=3)[C:12]3[C:11](=[CH:10][C:9]([O:14][CH3:15])=[C:8]([O:7][CH3:6])[CH:13]=3)[C:12]=2[CH:13]=1. Procedure: In a 2-liter three-necked flask cooled with ice, 135 ml of ice water was placed, and 490 ml of concentrated sulfuric acid was gradually added to the ice water with stirring to prepare a sulfuric acid solution. Subsequently, 150 g of iron(III) chloride was added to the sulfuric acid solution at room temperature, and after reaction of 1 hour, 30 g of 1,2-dimethoxybenzene was further added to prepare a reaction mixture. After reaction of 3 hours, the reaction mixture was cooled with ice, and 1 lite... Reactants: C(CCC)[Li] (n-Butyllithium), BrC=1C=NC=CC1C(F)(F)F (3-bromo-4-(trifluoromethyl)pyridine), C(C)(C)OB(OC(C)C)OC(C)C (triisopropylborate). Solvent: C1CCOC1 (THF). Run at temperature -78 celsius, time 3.5 hour. The product is FC(C1=C(C=NC=C1)B(O)O)(F)F ([4-(trifluoromethyl)-3-pyridyl]boronic acid). The yield is 15.0%. RXN SMILES: C([Li])CCC.Br[C:7]1[CH:8]=[N:9][CH:10]=[CH:11][C:12]=1[C:13]([F:16])([F:15])[F:14].C([O:20][B:21](OC(C)C)[O:22]C(C)C)(C)C>C1COCC1>[F:14][C:13]([F:16])([F:15])[C:12]1[CH:11]=[CH:10][N:9]=[CH:8][C:7]=1[B:21]([OH:22])[OH:20]. Reported procedure: n-Butyllithium (2.5 M in hexane, 2 mL) is added to a mixture of 3-bromo-4-(trifluoromethyl)pyridine (Matrix Scientific, 1 g, 0.022 mol) and triisopropylborate (1.25 mL) in anhydrous THF (9 mL) at −78° C. under nitrogen. The reaction mixture is stirred at −78° C. for 3.5 hr before warming gradually to room temperature. The reaction is quenched with water (9 mL). The organic solvent is removed under reduced pressure. The resulting aqueous phase is treated with NaOH (10 N) to obtain pH 10, washed w... Starting materials: CCI, CCOCC, CN(C)c1ccc(-c2ccncc2)cc1, CC#N. The product is CC[n+]1ccc(-c2ccc(N(C)C)cc2)cc1, [I-]. As a reaction SMILES: [CH2:16]([CH3:17])[I:18].[CH3:19][CH2:20][O:21][CH2:22][CH3:23].[CH3:1][N:2]([c:3]1[cH:4][cH:5][c:6](-[c:9]2[cH:10][cH:11][n:12][cH:13][cH:14]2)[cH:7][cH:8]1)[CH3:15].[CH3:24][C:25]#[N:26]>>[CH3:1][N:2]([c:3]1[cH:4][cH:5][c:6](-[c:9]2[cH:10][cH:11][n+:12]([CH2:16][CH3:17])[cH:13][cH:14]2)[cH:7][cH:8]1)[CH3:15].[I-:18].